describe an organic reaction: reactants, conditions, products, and yield From a dataset of the Open Reaction Database (ORD), a public repository of structured organic reaction records. Starting materials: [OH-].[Na+] (NaOH), N([C@@H](CC(C)C)C(=O)N1[C@H](C(=O)OCC2=CC=CC=C2)CCC1)C(=O)OC(C)(C)C (BOC-Leu-Pro-OBzl), Cl (HCl). Run in CO (methanol). Run at time 1 hour. Yields the product N([C@@H](CC(C)C)C(=O)N1[C@H](C(=O)O)CCC1)C(=O)OC(C)(C)C (BOC-Leu-Pro-OH). Isolated yield 90.2%. Reaction SMILES: [NH:1]([C:24]([O:26][C:27]([CH3:30])([CH3:29])[CH3:28])=[O:25])[C@H:2]([C:7]([N:9]1[CH2:23][CH2:22][CH2:21][C@H:10]1[C:11]([O:13]CC1C=CC=CC=1)=[O:12])=[O:8])[CH2:3][CH:4]([CH3:6])[CH3:5].[OH-].[Na+].Cl>CO>[NH:1]([C:24]([O:26][C:27]([CH3:29])([CH3:28])[CH3:30])=[O:25])[C@H:2]([C:7]([N:9]1[CH2:23][CH2:22][CH2:21][C@H:10]1[C:11]([OH:13])=[O:12])=[O:8])[CH2:3][CH:4]([CH3:6])[CH3:5] |f:1.2|. Reported procedure: BOC-Leu-Pro-OBzl (82.76 g, 0.252 mM) was dissolved in methanol (600 ml). 1 N NaOH (327.6 ml, 1.3 molar excess) was added dropwise with ice cooling, and the mixture was stirred for one hour at room temperature. 1 N HCl (6 ml) was added to the reaction mixture with ice cooling, then the methanol was distilled off in vacuo. After washing the water layer with benzene and ethyl acetate, 1 N HCl (260 ml) was added with ice cooling to form an oily material which was extracted with ethyl acetate. The ex... Starting materials: BrC1=CC=C(C=C1)C(C)(C)O (2-(4-bromophenyl)-propan-2-ol), OS(=O)(=O)O (H2SO4), C(C)#N (ACN). Yields the product BrC1=CC=C(C=C1)C(C)(C)NC(C)=O (N-(1-(4-Bromophenyl)-1-methyl-ethyl)-acetamide). Reaction SMILES: [Br:1][C:2]1[CH:7]=[CH:6][C:5]([C:8](O)([CH3:10])[CH3:9])=[CH:4][CH:3]=1.[OH:12]S(O)(=O)=O.[C:17](#[N:19])[CH3:18]>>[Br:1][C:2]1[CH:7]=[CH:6][C:5]([C:8]([NH:19][C:17](=[O:12])[CH3:18])([CH3:10])[CH3:9])=[CH:4][CH:3]=1. Reported procedure: To 21.0 g (97.6 mmol) 2-(4-bromophenyl)-propan-2-ol in 1 L ACN are added 16.1 mL conc. H2SO4 dropwise while keeping the temperature at 20° C. The resulting mixture is stirred at r.t. over night. The solvent is removed in vacuo and the residue is partitioned between water and diethylether. The organic layer is washed with water (2×), sat. aq. NaHCO3 solution (2×) and water again (1×). The solution is dried with MgSO4 and the solvent is removed in vacuo. The crude product is triturated with PE. The reactants are COCCNC(=O)C1CCN(C(=O)OCc2ccccc2)CC1, O=C(O)C1CCN(C(=O)OCc2ccccc2)CC1, Cc1ccccc1, COCCN, CCO, [Cl-]. Yields the product COCCNC(=O)C1CCNCC1. RXN SMILES: [CH2:1]([O:2][C:3](=[O:4])[N:11]1[CH2:12][CH2:13][CH:14]([C:17]([NH:18][CH2:19][CH2:20][O:21][CH3:22])=[O:23])[CH2:15][CH2:16]1)[c:5]1[cH:6][cH:7][cH:8][cH:9][cH:10]1.[CH2:32]([O:33][C:34]([N:35]1[CH2:36][CH2:37][CH:38]([C:39]([OH:40])=[O:41])[CH2:42][CH2:43]1)=[O:44])[c:45]1[cH:46][cH:47][cH:48][cH:49][cH:50]1.[CH3:24][c:25]1[cH:26][cH:27][cH:28][cH:29][cH:30]1.[CH3:51][O:52][CH2:53][CH2:54][NH2:55].[CH3:56][CH2:57][OH:58].[Cl-:31]>>[NH:11]1[CH2:12][CH2:13][CH:14]([C:17]([NH:18][CH2:19][CH2:20][O:21][CH3:22])=[O:23])[CH2:15][CH2:16]1. The reactants are N#CC(O)(c1ccccc1)C(F)(F)F, [H-], [Na+], CN(C)C=O, O, Cc1ccc(S(=O)(=O)Cl)cc1. The product is Cc1ccc(S(=O)(=O)OC(C#N)(c2ccccc2)C(F)(F)F)cc1. As a reaction SMILES: [C:1](#[N:2])[C:3]([C:4]([F:5])([F:6])[F:7])([OH:8])[c:9]1[cH:10][cH:11][cH:12][cH:13][cH:14]1.[H-:15].[Na+:16].[O:29]=[CH:30][N:31]([CH3:32])[CH3:33].[OH2:28].[c:17]1([CH3:27])[cH:18][cH:19][c:20]([S:23](=[O:24])(=[O:25])[Cl:26])[cH:21][cH:22]1>>[C:1](#[N:2])[C:3]([C:4]([F:5])([F:6])[F:7])([O:8][S:23]([c:20]1[cH:19][cH:18][c:17]([CH3:27])[cH:22][cH:21]1)(=[O:24])=[O:25])[c:9]1[cH:10][cH:11][cH:12][cH:13][cH:14]1. Reactants: CC(C)n1ncnc1-c1cn2c(n1)-c1cnc(O)cc1OCC2, NC(=O)C1CCCN1. Yields the product CC(C)n1ncnc1-c1cn2c(n1)-c1cnc(N3CCCC3C(N)=O)cc1OCC2. As a reaction SMILES: [CH:1]([CH3:2])([CH3:3])[n:4]1[n:5][cH:6][n:7][c:8]1-[c:9]1[cH:10][n:11]2[c:17]([n:18]1)-[c:16]1[c:15]([cH:22][c:21]([OH:23])[n:20][cH:19]1)[O:14][CH2:13][CH2:12]2.[NH2:24][C:25](=[O:26])[CH:27]1[CH2:28][CH2:29][CH2:30][NH:31]1>>[CH:1]([CH3:2])([CH3:3])[n:4]1[n:5][cH:6][n:7][c:8]1-[c:9]1[cH:10][n:11]2[c:17]([n:18]1)-[c:16]1[c:15]([cH:22][c:21]([N:31]3[CH:27]([C:25]([NH2:24])=[O:26])[CH2:28][CH2:29][CH2:30]3)[n:20][cH:19]1)[O:14][CH2:13][CH2:12]2.